From a dataset of the Open Reaction Database (ORD), a public repository of structured organic reaction records. describe an organic reaction: reactants, conditions, products, and yield Reactants: CCOC(=O)c1ncn2c1c(=O)[nH]c1ccccc12, Cl, [Na+], [OH-]. The product is O=C(O)c1ncn2c1c(=O)[nH]c1ccccc12. Reaction SMILES: [CH2:1]([CH3:2])[O:3][C:4](=[O:5])[c:6]1[n:7][cH:8][n:9]2[c:10]1[c:11](=[O:19])[nH:12][c:13]1[cH:14][cH:15][cH:16][cH:17][c:18]21.[ClH:20].[Na+:22].[OH-:21]>>[O:3]=[C:4]([OH:5])[c:6]1[n:7][cH:8][n:9]2[c:10]1[c:11](=[O:19])[nH:12][c:13]1[cH:14][cH:15][cH:16][cH:17][c:18]21. Reactants: [H][H] (hydrogen), N1CCNCCNCCNCC1 (1,4,7,10-tetraazacyclododecane), C1=CC=CC=C1 (benzene). Product: CCCCCCCCCCCCC (tridecane). Reaction SMILES: [H][H].N1[CH2:14][CH2:13]NCCNCCNCC1.[CH:15]1[CH:20]=[CH:19][CH:18]=[CH:17][CH:16]=1>>[CH3:17][CH2:16][CH2:15][CH2:20][CH2:19][CH2:15][CH2:20][CH2:19][CH2:18][CH2:17][CH2:16][CH2:13][CH3:14]. Reported procedure: A preferred preparation of the compounds of formula I wherein Y is NH and R2 is hydrogen is to react 1,4,7,10-tetraazacyclododecane, known in the art, with dimethylformamidedimethylacetal in the presence of benzene to yield 1,4,7,10-tetraazatricyclo[5.5.1.0]tridecane. This "tricyclic" compound is reacted with an ethanol/water mixture to yield 1-formyl-1,4,7,10-tetraazacyclododecane. This formyl compound is then reacted with t-butyl bromoacetate to yield 1-formyl, 4,7,10-triscarboxymethyl-1,4,7,1... Reactants: CCOC(=O)c1ccc(OCC2CC(OCc3ccccc3)CN2C(=O)OC(C)(C)C)c(OC)c1, CCO. Product: CCOC(=O)c1ccc(OCC2CC(O)CN2C(=O)OC(C)(C)C)c(OC)c1. Reaction SMILES: [CH2:1]([c:2]1[cH:3][cH:4][cH:5][cH:6][cH:7]1)[O:8][CH:9]1[CH2:10][CH:11]([CH2:21][O:22][c:23]2[c:24]([O:34][CH3:35])[cH:25][c:26]([C:27](=[O:28])[O:29][CH2:30][CH3:31])[cH:32][cH:33]2)[N:12]([C:14](=[O:15])[O:16][C:17]([CH3:18])([CH3:19])[CH3:20])[CH2:13]1.[CH3:36][CH2:37][OH:38]>>[OH:8][CH:9]1[CH2:10][CH:11]([CH2:21][O:22][c:23]2[c:24]([O:34][CH3:35])[cH:25][c:26]([C:27](=[O:28])[O:29][CH2:30][CH3:31])[cH:32][cH:33]2)[N:12]([C:14](=[O:15])[O:16][C:17]([CH3:18])([CH3:19])[CH3:20])[CH2:13]1.